Dataset: the Open Reaction Database (ORD), a public repository of structured organic reaction records. Task: describe an organic reaction: reactants, conditions, products, and yield The reactants are CO, COc1nc2c(c(Cl)c1Cl)C(C)CN(C(=O)C(F)(F)F)CC2, [K+], [K+], O=C([O-])[O-], O. The product is COc1nc2c(c(Cl)c1Cl)C(C)CNCC2. As a reaction SMILES: [CH3:29][OH:30].[Cl:1][c:2]1[c:3]([Cl:22])[c:4]2[c:5]([n:18][c:19]1[O:20][CH3:21])[CH2:6][CH2:7][N:8]([C:12](=[O:13])[C:14]([F:15])([F:16])[F:17])[CH2:9][CH:10]2[CH3:11].[K+:23].[K+:24].[O-:25][C:26]([O-:27])=[O:28].[OH2:31]>>[Cl:1][c:2]1[c:3]([Cl:22])[c:4]2[c:5]([n:18][c:19]1[O:20][CH3:21])[CH2:6][CH2:7][NH:8][CH2:9][CH:10]2[CH3:11]. Reactants: FC=1C=C(C(=O)OC)C=C(C1)CNC1=C(C=CC=C1)F (methyl 3-fluoro-5-(((2-fluorophenyl)amino)methyl)benzoate), Cl.C(O[C@H]1CN2CCC1CC2)(=O)Cl ((R)-quinuclidin-3-yl carbonochloridate hydrochloride). Solvent: CC#N (CH3CN), CCOC(=O)C (EtOAc), C(=O)(O)[O-].[Na+] (NaHCO3). Run at temperature 100 celsius. The product is FC=1C=C(C(=O)OC)C=C(C1)CN(C1=C(C=CC=C1)F)C(=O)O[C@H]1CN2CCC1CC2 (Methyl 3-fluoro-5-[(2-fluoro-N-[(3R)-quinuclidin-3-yl]oxycarbonyl-anilino)methyl]benzoate). As a reaction SMILES: [F:1][C:2]1[CH:3]=[C:4]([CH:9]=[C:10]([CH2:12][NH:13][C:14]2[CH:19]=[CH:18][CH:17]=[CH:16][C:15]=2[F:20])[CH:11]=1)[C:5]([O:7][CH3:8])=[O:6].Cl.[C:22](Cl)(=[O:32])[O:23][C@@H:24]1[CH:29]2[CH2:30][CH2:31][N:26]([CH2:27][CH2:28]2)[CH2:25]1>CC#N.CCOC(C)=O.C([O-])(O)=O.[Na+]>[F:1][C:2]1[CH:3]=[C:4]([CH:9]=[C:10]([CH2:12][N:13]([C:22]([O:23][C@@H:24]2[CH:29]3[CH2:30][CH2:31][N:26]([CH2:27][CH2:28]3)[CH2:25]2)=[O:32])[C:14]2[CH:19]=[CH:18][CH:17]=[CH:16][C:15]=2[F:20])[CH:11]=1)[C:5]([O:7][CH3:8])=[O:6] |f:1.2,5.6|. Procedure details: A suspension of methyl 3-fluoro-5-(((2-fluorophenyl)amino)methyl)benzoate (133 mg, 0.48 mmol) and (R)-quinuclidin-3-yl carbonochloridate hydrochloride (163 mg, 0.72 mmol) in anhydrous CH3CN (6 mL) was heated to 100° C. for 30 minutes under microwave irradiation. After cooling to room temperature, the mixture was diluted with EtOAc (30 mL) and saturated aqueous NaHCO3 (20 mL). The layers were separated and the organic phase was dried over Na2SO4. The mixture was filtered and the solvent was remov... The reactants are BrC(C(=O)OCC)C (ethyl 2-bromopropionate), ClC=1N=C(C2=CC=CC=C2C1)NC1=CC=C(C=C1)O (4-[N-(3-chloroisoquinolin-1-yl)amino]phenol), C([O-])([O-])=O.[K+].[K+] (potassium carbonate), CN(C=O)C (dimethyl formamide). The solvent is ClCCl (dichloromethane). Conditions: temperature 100 celsius, time 1 hour. Yields the product ClC=1N=C(C2=CC=CC=C2C1)NC1=CC=C(OC(C(=O)OCC)C)C=C1 (ethyl 2-{4-[N-(3-chloroisoquinolin-1-yl)amino]phenoxy}propionate). Yield: 70.6%. RXN SMILES: Br[CH:2]([CH3:8])[C:3]([O:5][CH2:6][CH3:7])=[O:4].[Cl:9][C:10]1[N:11]=[C:12]([NH:20][C:21]2[CH:26]=[CH:25][C:24]([OH:27])=[CH:23][CH:22]=2)[C:13]2[C:18]([CH:19]=1)=[CH:17][CH:16]=[CH:15][CH:14]=2.C(=O)([O-])[O-].[K+].[K+].CN(C)C=O>ClCCl>[Cl:9][C:10]1[N:11]=[C:12]([NH:20][C:21]2[CH:26]=[CH:25][C:24]([O:27][CH:2]([CH3:8])[C:3]([O:5][CH2:6][CH3:7])=[O:4])=[CH:23][CH:22]=2)[C:13]2[C:18]([CH:19]=1)=[CH:17][CH:16]=[CH:15][CH:14]=2 |f:2.3.4|. Reported procedure: A mixture of ethyl 2-bromopropionate (1.33 g), 4-[N-(3-chloroisoquinolin-1-yl)amino]phenol (1.80 g), anhydrous potassium carbonate (1.01 g) and dimethyl formamide was heated, with stirring, at a temperature of 100° C. for a period of 1 hour. The mixture was cooled and poured into dichloromethane and the resulting mixture was repeatedly washed with water. The organic phase was dried over anhydrous magnesium sulfate and the solvent was removed by distillation under reduced pressure. The residue wa... Reactants: ClC1=NC(=CC(=N1)N1CCC(CC1)O)C1=CC=CC=C1 (1-(2-chloro-6-phenyl-pyrimidin-4-yl)-piperidin-4-ol), ClC=1C=C(N)C=CC1OC (3-chloro-4-methoxyaniline). Solvent: C(CCC)O (butanol). Reaction conditions: temperature 120 celsius, time 12 hour. Product: ClC=1C=C(C=CC1OC)NC1=NC(=CC(=N1)N1CCC(CC1)O)C1=CC=CC=C1 (1-[2-(3-chloro-4-methoxy-phenylamino)-6-phenyl-pyrimidine-4-yl]-piperidin-4-ol). Isolated yield 48.0%. As a reaction SMILES: Cl[C:2]1[N:7]=[C:6]([N:8]2[CH2:13][CH2:12][CH:11]([OH:14])[CH2:10][CH2:9]2)[CH:5]=[C:4]([C:15]2[CH:20]=[CH:19][CH:18]=[CH:17][CH:16]=2)[N:3]=1.[Cl:21][C:22]1[CH:23]=[C:24]([CH:26]=[CH:27][C:28]=1[O:29][CH3:30])[NH2:25]>C(O)CCC>[Cl:21][C:22]1[CH:23]=[C:24]([NH:25][C:2]2[N:7]=[C:6]([N:8]3[CH2:13][CH2:12][CH:11]([OH:14])[CH2:10][CH2:9]3)[CH:5]=[C:4]([C:15]3[CH:20]=[CH:19][CH:18]=[CH:17][CH:16]=3)[N:3]=2)[CH:26]=[CH:27][C:28]=1[O:29][CH3:30]. Procedure: A mixture of compound 1-(2-chloro-6-phenyl-pyrimidin-4-yl)-piperidin-4-ol (3.97 g, 13.7 mmol), 3-chloro-4-methoxyaniline (2.13 g, 13.7 mmol) in butanol (30 mL) was stirred at 120° C. for 12 hours. The mixture was then cooled to temperature in the range of 20-40° C. The solid precipitated was filtered, collected, stirred in isopropanol (10 mL), filtered, and dried to give the desired compound as a white solid. Yield: 48%. Yields the product Cl.Cl.Cl.Cl.N1(CCCCC1)CCCOC=1C=C(C=CC1OCCCN1CCCCC1)CCCCC1=CC(=C(C=C1)OCCCN1CCCCC1)OCCCN1CCCCC1 (1,4-bis{3,4-bis[3-(piperidin-1-yl)propoxy]phenyl}-butane tetrakis-hydrochloride salt). The solvent is C(C)O (ethanol), C(C)O (ethanol). Reaction SMILES: [ClH:1].[N:2]1([CH2:8][CH2:9][CH2:10][O:11][C:12]2[CH:13]=[C:14]([CH2:28][CH2:29][CH2:30][CH2:31][C:32]3[CH:37]=[CH:36][C:35]([O:38][CH2:39][CH2:40][CH2:41][N:42]4[CH2:47][CH2:46][CH2:45][CH2:44][CH2:43]4)=[C:34]([O:48][CH2:49][CH2:50][CH2:51][N:52]4[CH2:57][CH2:56][CH2:55][CH2:54][CH2:53]4)[CH:33]=3)[CH:15]=[CH:16][C:17]=2[O:18][CH2:19][CH2:20][CH2:21][N:22]2[CH2:27][CH2:26][CH2:25][CH2:24][CH2:23]2)[CH2:7][CH2:6][CH2:5][CH2:4][CH2:3]1.CCOCC>C(O)C>[ClH:1].[ClH:1].[ClH:1].[ClH:1].[N:2]1([CH2:8][CH2:9][CH2:10][O:11][C:12]2[CH:13]=[C:14]([CH2:28][CH2:29][CH2:30][CH2:31][C:32]3[CH:37]=[CH:36][C:35]([O:38][CH2:39][CH2:40][CH2:41][N:42]4[CH2:43][CH2:44][CH2:45][CH2:46][CH2:47]4)=[C:34]([O:48][CH2:49][CH2:50][CH2:51][N:52]4[CH2:53][CH2:54][CH2:55][CH2:56][CH2:57]4)[CH:33]=3)[CH:15]=[CH:16][C:17]=2[O:18][CH2:19][CH2:20][CH2:21][N:22]2[CH2:23][CH2:24][CH2:25][CH2:26][CH2:27]2)[CH2:7][CH2:6][CH2:5][CH2:4][CH2:3]1 |f:4.5.6.7.8|. Run at temperature 2.5 celsius, time 3 hour. The yield is 82.8%. Reactants: CCOCC (ether), N1(CCCCC1)CCCOC=1C=C(C=CC1OCCCN1CCCCC1)CCCCC1=CC(=C(C=C1)OCCCN1CCCCC1)OCCCN1CCCCC1 (1,4-bis{3,4-bis[3-(piperidin-1-yl)propoxy]phenyl}-butane), Cl (HCl). Procedure details: To all ice cooled (0-5° C.) solution of aqueous concentrated HCl (7.0 mL, of 11 N, 77 mmol, 24 equiv.) in 95% ethanol (21 mL) was added dropwise a solution of 1,4-bis{3,4-bis[3-(piperidin-1-yl)propoxy]phenyl}-butane (2.50 g, 3.225 mmol) in 95% ethanol (21 mL)*. The solution was allowed to stir at 0-5° C. for three hours and the solvent was removed on a rotary evaporator keeping the temperature of the water bath at 45° C. The hydrochloride salt was dried under high vacuum for 48 hours. The crude ...